The task is: describe an organic reaction: reactants, conditions, products, and yield. This data is from the Open Reaction Database (ORD), a public repository of structured organic reaction records. Starting materials: CC(C)(C)OC(=O)CN1C(=O)CNCCCc2ccccc21, CCC1CCNCC(=O)N(Cc2ccccc2)c2ccccc21, O=C=Nc1ccc(Cl)c(Cl)c1, Cc1cccc(N=C=O)c1. Yields the product CCC1CCN(C(=O)Nc2ccc(Cl)c(Cl)c2)CC(=O)N(Cc2ccccc2)c2ccccc21. Reaction SMILES: [C:45]([O:46][C:47]([CH2:48][N:49]1[c:50]2[cH:51][cH:52][cH:53][cH:54][c:55]2[CH2:56][CH2:57][CH2:58][NH:59][CH2:60][C:61]1=[O:62])=[O:63])([CH3:64])([CH3:65])[CH3:66].[CH2:12]([c:13]1[cH:14][cH:15][cH:16][cH:17][cH:18]1)[N:19]1[C:20](=[O:34])[CH2:21][NH:22][CH2:23][CH2:24][CH:25]([CH2:32][CH3:33])[c:26]2[c:27]1[cH:28][cH:29][cH:30][cH:31]2.[Cl:1][c:2]1[cH:3][c:4]([N:9]=[C:10]=[O:11])[cH:5][cH:6][c:7]1[Cl:8].[c:35]1([CH3:36])[cH:37][cH:38][cH:39][c:40]([N:41]=[C:42]=[O:43])[cH:44]1>>[Cl:1][c:2]1[cH:3][c:4]([NH:9][C:10](=[O:11])[N:22]2[CH2:21][C:20](=[O:34])[N:19]([CH2:12][c:13]3[cH:14][cH:15][cH:16][cH:17][cH:18]3)[c:27]3[c:26]([cH:31][cH:30][cH:29][cH:28]3)[CH:25]([CH2:32][CH3:33])[CH2:24][CH2:23]2)[cH:5][cH:6][c:7]1[Cl:8]. Reactants: C(C)(C)(C)OC(=O)N1[C@@H]([C@H]([C@@H](C1)N=[N+]=[N-])F)C(NCC1=C(C(=CC=C1)Cl)F)=O ((2R,3R,4R)-4-azido-2-(3-chloro-2-fluoro-benzylcarbamoyl)-3-fluoro-pyrrolidine-1-carboxylic acid tert-butyl ester), CP(C)C (trimethylphosphine), O (water). Run in C1CCOC1 (THF), C1CCOC1 (THF). Yields the product C(C)(C)(C)OC(=O)N1[C@@H]([C@H]([C@@H](C1)N)F)C(NCC1=C(C(=CC=C1)Cl)F)=O ((2R,3S,4R)-4-Amino-2-(3-chloro-2-fluoro-benzylcarbamoyl)-3-fluoro-pyrrolidine-1-carboxylic acid tert-butyl ester). As a reaction SMILES: [C:1]([O:5][C:6]([N:8]1[CH2:12][C@@H:11]([N:13]=[N+]=[N-])[C@H:10]([F:16])[C@H:9]1[C:17](=[O:28])[NH:18][CH2:19][C:20]1[CH:25]=[CH:24][CH:23]=[C:22]([Cl:26])[C:21]=1[F:27])=[O:7])([CH3:4])([CH3:3])[CH3:2].CP(C)C.O>C1COCC1>[C:1]([O:5][C:6]([N:8]1[CH2:12][C@@H:11]([NH2:13])[C@H:10]([F:16])[C@H:9]1[C:17](=[O:28])[NH:18][CH2:19][C:20]1[CH:25]=[CH:24][CH:23]=[C:22]([Cl:26])[C:21]=1[F:27])=[O:7])([CH3:4])([CH3:2])[CH3:3]. Procedure details: A solution of (2R,3R,4R)-4-azido-2-(3-chloro-2-fluoro-benzylcarbamoyl)-3-fluoro-pyrrolidine-1-carboxylic acid tert-butyl ester (described in Scheme B19) (485 mg, 1.16 mmol), trimethylphosphine in THF (2.33 mL, 2.33 mmol) and water (0.04 mL, 2.33 mmol) in THF (20 mL) was stirred for 16 h at RT. The reaction mixture was quenched with water and extracted twice with EtOAc. The organic phase was washed with brine, dried over Na2SO4, filtered and concentrated. Purification by flash column chromatograp... The reactants are [Br-], ClC(Cl)Cl, O=C(Cl)OCCl, [K+], c1ccncc1, c1ccc2[nH]c(-c3cscn3)nc2c1. Yields the product O=C(OCCl)n1c(-c2cscn2)nc2ccccc21. As a reaction SMILES: [Br-:27].[CH:29]([Cl:30])([Cl:31])[Cl:32].[Cl:21][C:22](=[O:23])[O:24][CH2:25][Cl:26].[K+:28].[cH:15]1[cH:16][cH:17][n:18][cH:19][cH:20]1.[cH:1]1[cH:2][cH:3][c:4]2[nH:5][c:6](-[c:10]3[cH:11][s:12][cH:13][n:14]3)[n:7][c:8]2[cH:9]1>>[cH:1]1[cH:2][cH:3][c:4]2[n:5][c:6](-[c:10]3[cH:11][s:12][cH:13][n:14]3)[n:7]([C:22](=[O:23])[O:24][CH2:25][Cl:26])[c:8]2[cH:9]1. The reactants are CN1CCNCC1, CN(C)C=O, CCO, Fc1ccc2c(-c3ccc(OCC4CO4)cc3)noc2c1. Yields the product CN1CCN(CC(O)COc2ccc(-c3noc4cc(F)ccc34)cc2)CC1. RXN SMILES: [CH3:22][N:23]1[CH2:24][CH2:25][NH:26][CH2:27][CH2:28]1.[CH3:29][N:30]([CH3:31])[CH:32]=[O:33].[CH3:34][CH2:35][OH:36].[F:1][c:2]1[cH:3][c:4]2[c:5]([c:6](-[c:9]3[cH:10][cH:11][c:12]([O:15][CH2:16][CH:17]4[O:18][CH2:19]4)[cH:13][cH:14]3)[n:7][o:8]2)[cH:20][cH:21]1>>[F:1][c:2]1[cH:3][c:4]2[c:5]([c:6](-[c:9]3[cH:10][cH:11][c:12]([O:15][CH2:16][CH:17]([OH:18])[CH2:19][N:26]4[CH2:25][CH2:24][N:23]([CH3:22])[CH2:28][CH2:27]4)[cH:13][cH:14]3)[n:7][o:8]2)[cH:20][cH:21]1. The reactants are CN(CCNC(=O)C1=CC2=C(C(NC3=NC=CC(=C23)NC2=NN(C=C2)CC(=O)O)=O)C=C1)C (2-(3-(9-(2-(dimethylamino)ethylcarbamoyl)-6-oxo-5,6-dihydrobenzo[c][1,8]naphthyridin-1-ylamino)-1H-pyrazol-1-yl)acetic acid), FC=1C=C(N)C=CC1 (3-fluoroaniline), CCN(C(C)C)C(C)C (DIEA), C1COC(=O)N1P(=O)(N2CCOC2=O)Cl (BOP-Cl). Run in C(Cl)Cl (CH2Cl2). Conditions: time 8 hour. Yields the product CN(CCNC(=O)C1=CC2=C(C(NC3=NC=CC(=C23)NC2=NN(C=C2)CC(=O)NC2=CC(=CC=C2)F)=O)C=C1)C (N-(2-(Dimethylamino)ethyl)-1-(1-(2-(3-fluorophenylamino)-2-oxoethyl)-1H-pyrazol-3-ylamino)-6-oxo-5,6-dihydrobenzo[c][1,8]naphthyridine-9-carboxamide). The yield is 46.1%. Reaction SMILES: [CH3:1][N:2]([CH3:33])[CH2:3][CH2:4][NH:5][C:6]([C:8]1[CH:32]=[CH:31][C:11]2[C:12](=[O:30])[NH:13][C:14]3[C:19]([C:10]=2[CH:9]=1)=[C:18]([NH:20][C:21]1[CH:25]=[CH:24][N:23]([CH2:26][C:27](O)=[O:28])[N:22]=1)[CH:17]=[CH:16][N:15]=3)=[O:7].CCN(C(C)C)C(C)C.C1N(P(Cl)(N2C(=O)OCC2)=O)C(=O)OC1.[F:58][C:59]1[CH:60]=[C:61]([CH:63]=[CH:64][CH:65]=1)[NH2:62]>C(Cl)Cl>[CH3:1][N:2]([CH3:33])[CH2:3][CH2:4][NH:5][C:6]([C:8]1[CH:32]=[CH:31][C:11]2[C:12](=[O:30])[NH:13][C:14]3[C:19]([C:10]=2[CH:9]=1)=[C:18]([NH:20][C:21]1[CH:25]=[CH:24][N:23]([CH2:26][C:27]([NH:62][C:61]2[CH:63]=[CH:64][CH:65]=[C:59]([F:58])[CH:60]=2)=[O:28])[N:22]=1)[CH:17]=[CH:16][N:15]=3)=[O:7]. Reported procedure: 299 (18 mg, 0.04 mmol), DIEA (16 mg, 0.12 mmol), BOP-Cl (13 mg, 0.05 mmol), and 3-fluoroaniline (13 mg, 0.12 mmol) were suspended in CH2Cl2 (1 mL), and stirred overnight at room temperature. The crude reaction mixture was purified directly via HP-LC to provide 300 (10 mg, 37% yield) as a solid. LC-MS (M+H=543, obsd.=543).